From a dataset of the Open Reaction Database (ORD), a public repository of structured organic reaction records. describe an organic reaction: reactants, conditions, products, and yield The reactants are B, C1CCOC1, Cc1ccccc1, CO, CCOC(C)=O, CC(C)(C)OC(=O)N1CCCC(C(=O)c2cccc(Cl)c2)C1. The product is CC(C)(C)OC(=O)N1CCCC(C(O)c2cccc(Cl)c2)C1. As a reaction SMILES: [BH3:30].[CH2:33]1[O:34][CH2:35][CH2:36][CH2:37]1.[CH3:23][c:24]1[cH:25][cH:26][cH:27][cH:28][cH:29]1.[CH3:31][OH:32].[CH3:38][CH2:39][O:40][C:41]([CH3:42])=[O:43].[Cl:1][c:2]1[cH:3][c:4]([C:5](=[O:6])[CH:7]2[CH2:8][N:9]([C:13](=[O:14])[O:15][C:16]([CH3:17])([CH3:18])[CH3:19])[CH2:10][CH2:11][CH2:12]2)[cH:20][cH:21][cH:22]1>>[Cl:1][c:2]1[cH:3][c:4]([CH:5]([OH:6])[CH:7]2[CH2:8][N:9]([C:13](=[O:14])[O:15][C:16]([CH3:17])([CH3:18])[CH3:19])[CH2:10][CH2:11][CH2:12]2)[cH:20][cH:21][cH:22]1.